From a dataset of the Open Reaction Database (ORD), a public repository of structured organic reaction records. describe an organic reaction: reactants, conditions, products, and yield Reactants: O=C1NCN(C12CCN(CC2)C(=O)OC(C)(C)C)C2=CC=CC=C2 (tert-butyl 4-oxo-1-phenyl-1,3,8-triazaspiro[4.5]decane-8-carboxylate), C([O-])([O-])=O.[K+].[K+] (potassium carbonate), C(C)OC(CCCBr)=O (ethyl-4-bromobutyrate). Solvent: C(C)(=O)OCC (ethyl acetate), CN(C=O)C (N,N-dimethylformamide). Run at temperature 60 celsius, time 60 hour. The product is C(C)OC(CCCN1CN(C2(C1=O)CCN(CC2)C(=O)OC(C)(C)C)C2=CC=CC=C2)=O (tert-butyl 3-(4-ethoxy-4-oxobutyl)-4-oxo-1-phenyl-1,3,8-triazaspiro[4.5]decane-8-carboxylate). Reaction SMILES: [O:1]=[C:2]1[C:6]2([CH2:11][CH2:10][N:9]([C:12]([O:14][C:15]([CH3:18])([CH3:17])[CH3:16])=[O:13])[CH2:8][CH2:7]2)[N:5]([C:19]2[CH:24]=[CH:23][CH:22]=[CH:21][CH:20]=2)[CH2:4][NH:3]1.C(=O)([O-])[O-].[K+].[K+].[CH2:31]([O:33][C:34](=[O:39])[CH2:35][CH2:36][CH2:37]Br)[CH3:32]>CN(C)C=O.C(OCC)(=O)C>[CH2:31]([O:33][C:34](=[O:39])[CH2:35][CH2:36][CH2:37][N:3]1[C:2](=[O:1])[C:6]2([CH2:7][CH2:8][N:9]([C:12]([O:14][C:15]([CH3:18])([CH3:17])[CH3:16])=[O:13])[CH2:10][CH2:11]2)[N:5]([C:19]2[CH:20]=[CH:21][CH:22]=[CH:23][CH:24]=2)[CH2:4]1)[CH3:32] |f:1.2.3|. Procedure: To a solution of tert-butyl 4-oxo-1-phenyl-1,3,8-triazaspiro[4.5]decane-8-carboxylate (0.15 g, 0.45 mmol) and potassium carbonate (0.124 g, 0.9 mmol) in N,N-dimethylformamide (4 mL), was added ethyl-4-bromobutyrate (0.072 mL, 0.5 mmol, d=1.35). After stirring at 60° C. for 60 hours, the reaction mixture was diluted with ethyl acetate (25 mL), washed with dilute citric acid, water and brine. The organic phase was dried over MgSO4, filtered and concentrated in vacuo to obtain tert-butyl 3-(4-ethox... As a reaction SMILES: S(C1C=CC(C)=CC=1)([O-])(=O)=O.[NH2:12][C@@H:13]([CH2:25][CH2:26][S:27][CH3:28])[C:14]([O:16][C@H:17]([C:19]1[CH:24]=[CH:23][CH:22]=[CH:21][CH:20]=1)[CH3:18])=[O:15].[P:29](Cl)(Cl)(=[O:41])[O:30][C:31]1[C:40]2[C:35](=[CH:36][CH:37]=[CH:38][CH:39]=2)[CH:34]=[CH:33][CH:32]=1.C(Cl)[Cl:45]>>[Cl:45][C:32]1[CH:33]=[CH:34][C:35]2[C:40](=[CH:39][CH:38]=[CH:37][CH:36]=2)[C:31]=1[O:30][P:29](=[N:12][C@@H:13]([CH2:25][CH2:26][S:27][CH3:28])[C:14]([O:16][C@H:17]([C:19]1[CH:24]=[CH:23][CH:22]=[CH:21][CH:20]=1)[CH3:18])=[O:15])=[O:41]. The reactants are S(=O)(=O)([O-])C1=CC=C(C)C=C1 (tosylate), N[C@H](C(=O)O[C@@H](C)C1=CC=CC=C1)CCSC ((S)-((S)-1-phenylethyl) 2-amino-4-(methylthio)butanoate), P(OC1=CC=CC2=CC=CC=C12)(=O)(Cl)Cl (naphthalene-1-yl phosphorodichloridate), TEA, C(Cl)Cl (DCM). Reported procedure: Using the general procedure for synthesizing naphthyl (aminoacid ester) phosphorochloridates the tosylate salt of (S)-((S)-1-phenylethyl) 2-amino-4-(methylthio)butanoate (2.00 g, 4.70 mmol), naphthalene-1-yl phosphorodichloridate (1.23 g, 4.70 mmol) and TEA (1.31 mL, 9.40 mmol) in 30 mL of dry DCM, were combined to give (2S)-((S)-1-phenylethyl) 2-(chloro(naphthalen-1-yloxy)phosphorylamino)-4-(methylthio)butanoate in 74% yield (1.67 g), as a clear, yellow, thick oil. Yields the product ClC1=C(C2=CC=CC=C2C=C1)OP(=O)=N[C@H](C(=O)O[C@@H](C)C1=CC=CC=C1)CCSC ((2S)-((S)-1-phenylethyl) 2-(chloro(naphthalen-1-yloxy)phosphorylamino)-4-(methylthio)butanoate). Isolated yield 74.0%. Starting materials: Cl.FC=1C=CC(=C(C1)C(C(OCC)=N)O)OC (ethyl 1-(5-fluoro-2-methoxyphenyl)-1-hydroxymethanecarboximidate hydrochloride), O1CCCC1 (tetrahydrofuran). Run in C1(=CC=CC=C1)C (toluene). Product: FC=1C=CC(=C(C1)C1C(NC(O1)=O)=O)OC (5-(5-Fluoro-2-methoxyphenyl)oxazolidine-2,4-dione). Reaction SMILES: Cl.[F:2][C:3]1[CH:4]=[CH:5][C:6]([O:16][CH3:17])=[C:7]([CH:9]([OH:15])[C:10](=[NH:14])[O:11]CC)[CH:8]=1.[O:18]1CCC[CH2:19]1>C1(C)C=CC=CC=1>[F:2][C:3]1[CH:4]=[CH:5][C:6]([O:16][CH3:17])=[C:7]([CH:9]2[O:15][C:19](=[O:18])[NH:11][C:10]2=[O:14])[CH:8]=1 |f:0.1|. Procedure: By the procedure of Example 9, ethyl 1-(5-fluoro-2-methoxyphenyl)-1-hydroxymethanecarboximidate hydrochloride (9.9 g.) in 500 ml. of tetrahydrofuran was converted to toluene recrystallized 5-(5-fluoro-2-methoxyphenyl)oxazolidine-2,4-dione (5.12 g., 60%; m.p. 186°-188° C.; m/e 225)